Task: describe an organic reaction: reactants, conditions, products, and yield. Dataset: the Open Reaction Database (ORD), a public repository of structured organic reaction records Starting materials: FC(C1=CC=C(C=C1)SCCC=O)(F)F (3-(4-trifluoromethylphenylthio)propanal), C(C)(=O)[O-].[Na+] (sodium acetate), Cl (hydrochloric acid), C(CC(=O)C)(=O)OC (methyl acetoacetate), Cl (hydrochloric acid), [OH-].[Na+] (sodium hydroxide). The solvent is CO (methanol), O (water). Conditions: time 3 hour. The product is OC(CC(C)=O)CCSC1=CC=C(C=C1)C(F)(F)F (4-hydroxy-6-(4-trifluoromethylphenylthio)-2-hexanone). Isolated yield 69.4%. As a reaction SMILES: C(OC)(=O)[CH2:2][C:3]([CH3:5])=[O:4].[OH-].[Na+].Cl.C([O-])(=O)C.[Na+].[F:17][C:18]([F:31])([F:30])[C:19]1[CH:24]=[CH:23][C:22]([S:25][CH2:26][CH2:27][CH:28]=[O:29])=[CH:21][CH:20]=1>O.CO>[OH:29][CH:28]([CH2:27][CH2:26][S:25][C:22]1[CH:23]=[CH:24][C:19]([C:18]([F:30])([F:17])[F:31])=[CH:20][CH:21]=1)[CH2:2][C:3](=[O:4])[CH3:5] |f:1.2,4.5|. Reported procedure: 19.72 Grams of methyl acetoacetate were dissolved in 30 ml of water, and 25.33 g of a 30% aqueous sodium hydroxide solution were added thereto by drops while cooling the mixture to 25° C. or less. After having been stirred at 30°-35° C. for 3 hours, the mixture was adjusted to pH 7.0 with a concentrated aqueous hydrochloric acid solution. Thereafter, 0.98 g of sodium acetate and then an additional concentrated aqueous hydrochloric acid solution were added to the mixture so that the mixture had a... Starting materials: C(C)OC(=O)C1=CN(C2=CC(=C(C=C2C1=O)F)C(CBr)=O)CC (7-bromoacetyl-1-ethyl-6-fluoro-1,4-dihydro-4-oxo-3-quinoline carboxylic acid ethyl ester), C(C)(=O)N(C)CC(=S)N (2-(N-acetyl-N-methylamino)thioacetamide). Run in C(C)O (ethanol). Product: C(C)OC(=O)C1=CN(C2=CC(=C(C=C2C1=O)F)C=1N=C(SC1)CN(C)C(C)=O)CC (1-ethyl-6-fluoro-7-[2-(N-acetyl-N-methylaminomethyl)-4-thiazolyl]-1,4-dihydro-4-oxo-3-quinolinecarboxylic acid ethyl ester). As a reaction SMILES: [CH2:1]([O:3][C:4]([C:6]1[C:15](=[O:16])[C:14]2[C:9](=[CH:10][C:11]([C:18](=O)[CH2:19]Br)=[C:12]([F:17])[CH:13]=2)[N:8]([CH2:22][CH3:23])[CH:7]=1)=[O:5])[CH3:2].[C:24]([N:27]([CH2:29][C:30]([NH2:32])=[S:31])[CH3:28])(=[O:26])[CH3:25]>C(O)C>[CH2:1]([O:3][C:4]([C:6]1[C:15](=[O:16])[C:14]2[C:9](=[CH:10][C:11]([C:18]3[N:32]=[C:30]([CH2:29][N:27]([C:24](=[O:26])[CH3:25])[CH3:28])[S:31][CH:19]=3)=[C:12]([F:17])[CH:13]=2)[N:8]([CH2:22][CH3:23])[CH:7]=1)=[O:5])[CH3:2]. Procedure details: According to example 30, reacting 7-bromoacetyl-1-ethyl-6-fluoro-1,4-dihydro-4-oxo-3-quinoline carboxylic acid ethyl ester with 2-(N-acetyl-N-methylamino)thioacetamide in ethanol gave 1-ethyl-6-fluoro-7-[2-(N-acetyl-N-methylaminomethyl)-4-thiazolyl]-1,4-dihydro-4-oxo-3-quinolinecarboxylic acid ethyl ester, mp 173°-175° C. which was then hydrolyzed in refluxing 6N hydrochloric acid to give the title compound, mp 230°-234° C. (dec). Reactants: CC#N, O=S(=O)(c1ccccc1)c1c[nH]c2cccc(CCCO)c12, Cc1ccc(S(=O)(=O)Cl)cc1, c1ccncc1. Product: O=S(=O)(c1ccccc1)c1c[nH]c2cccc(CCCCl)c12. As a reaction SMILES: [CH3:40][C:41]#[N:42].[c:1]1([S:7](=[O:8])(=[O:9])[c:10]2[cH:11][nH:12][c:13]3[cH:14][cH:15][cH:16][c:17]([CH2:19][CH2:20][CH2:21][OH:22])[c:18]23)[cH:2][cH:3][cH:4][cH:5][cH:6]1.[c:29]1([CH3:30])[cH:31][cH:32][c:33]([S:34](=[O:35])(=[O:36])[Cl:38])[cH:37][cH:39]1.[cH:23]1[cH:24][cH:25][n:26][cH:27][cH:28]1>>[c:1]1([S:7](=[O:8])(=[O:9])[c:10]2[cH:11][nH:12][c:13]3[cH:14][cH:15][cH:16][c:17]([CH2:19][CH2:20][CH2:21][Cl:38])[c:18]23)[cH:2][cH:3][cH:4][cH:5][cH:6]1. Starting materials: O=[N+]([O-])c1ccc(Cl)cc1, [H-], [Na+], CN(C)C=O, O, OCCN1CCOCC1. The product is O=[N+]([O-])c1ccc(OCCN2CCOCC2)cc1. As a reaction SMILES: [Cl:1][c:2]1[cH:3][cH:4][c:5]([N+:8](=[O:9])[O-:10])[cH:6][cH:7]1.[H-:21].[Na+:20].[O:23]=[CH:24][N:25]([CH3:26])[CH3:27].[OH2:22].[OH:11][CH2:12][CH2:13][N:14]1[CH2:15][CH2:16][O:17][CH2:18][CH2:19]1>>[c:2]1([O:11][CH2:12][CH2:13][N:14]2[CH2:15][CH2:16][O:17][CH2:18][CH2:19]2)[cH:3][cH:4][c:5]([N+:8](=[O:9])[O-:10])[cH:6][cH:7]1. Reactants: FC(C1=C(CN2N=CC3=CC(=CC=C23)C=C2C(N=C(S2)SCC)=O)C=CC(=C1)C(F)(F)F)(F)F (5-[1-(2,4-Bis-trifluoromethyl-benzyl)-1H-indazol-5-ylmethylene]-2-ethylsulfanyl-thiazol-4-one), FC(C1=C(CN2N=CC3=CC(=CC=C23)C=C2C(N=C(S2)N2C[C@@H](NCC2)C(=O)NC)=O)C=CC(=C1)C(F)(F)F)(F)F ((2R)-4-[5-({1-[2,4-Bis(trifluoromethyl)benzyl]-1H-indazol-5-yl}methylidene)-4-oxo-4,5-dihydro-1,3-thiazol-2-yl]-N-methylpiperazine-2-carboxamide). Product: FC(C1=C(CN2N=CC3=CC(=CC=C23)C=C2C(N=C(S2)N2[C@H](CN(CC2)C)CO)=O)C=CC(=C1)C(F)(F)F)(F)F (5-({1-[2,4-Bis(trifluoromethyl)benzyl]-1H-indazol-5-yl}methylidene)-2-[(2R)-2-(hydroxymethyl)-4-methylpiperazin-1-yl]-1,3-thiazol-4(5H)-one). Reaction SMILES: [F:1][C:2]([F:34])([F:33])[C:3]1[CH:28]=[C:27]([C:29]([F:32])([F:31])[F:30])[CH:26]=[CH:25][C:4]=1[CH2:5][N:6]1[C:14]2[C:9](=[CH:10][C:11]([CH:15]=[C:16]3[S:20][C:19](SCC)=[N:18][C:17]3=[O:24])=[CH:12][CH:13]=2)[CH:8]=[N:7]1.FC(F)(F)C1C=C(C(F)(F)F)C=CC=1CN1C2C(=CC(C=C3S[C:53]([N:55]4[CH2:60][CH2:59][NH:58][C@@H:57]([C:61](NC)=[O:62])[CH2:56]4)=NC3=O)=CC=2)C=N1>>[F:34][C:2]([F:1])([F:33])[C:3]1[CH:28]=[C:27]([C:29]([F:30])([F:32])[F:31])[CH:26]=[CH:25][C:4]=1[CH2:5][N:6]1[C:14]2[C:9](=[CH:10][C:11]([CH:15]=[C:16]3[S:20][C:19]([N:58]4[CH2:59][CH2:60][N:55]([CH3:53])[CH2:56][C@@H:57]4[CH2:61][OH:62])=[N:18][C:17]3=[O:24])=[CH:12][CH:13]=2)[CH:8]=[N:7]1. Procedure: 5-({1-[2,4-Bis(trifluoromethyl)benzyl]-1H-indazol-5-yl}methylidene)-2-[(2R)-2-(hydroxymethyl)-4-methylpiperazin-1-yl]-1,3-thiazol-4(5H)-one was prepared from 5-[1-(2,4-Bis-trifluoromethyl-benzyl)-1H-indazol-5-ylmethylene]-2-ethylsulfanyl-thiazol-4-one and (2R) (4-Methyl-piperazin-2-yl)-methanol following General Procedure C. Starting materials: COc1cc(C(=O)N2CCC3(CC2)CC(=O)c2ccccc2O3)ccc1C(C)(C)C, C1CCOC1, CCOC=O, [H-], [Na+]. Yields the product COc1cc(C(=O)N2CCC3(CC2)Oc2ccccc2C(=O)C3=CO)ccc1C(C)(C)C. As a reaction SMILES: [C:3]([CH3:4])([CH3:5])([CH3:6])[c:7]1[c:8]([O:31][CH3:32])[cH:9][c:10]([C:11](=[O:12])[N:13]2[CH2:14][CH2:15][C:16]3([O:17][c:18]4[cH:19][cH:20][cH:21][cH:22][c:23]4[C:24](=[O:26])[CH2:25]3)[CH2:27][CH2:28]2)[cH:29][cH:30]1.[CH2:38]1[O:39][CH2:40][CH2:41][CH2:42]1.[CH:33](=[O:34])[O:35][CH2:36][CH3:37].[H-:2].[Na+:1]>>[C:3]([CH3:4])([CH3:5])([CH3:6])[c:7]1[c:8]([O:31][CH3:32])[cH:9][c:10]([C:11](=[O:12])[N:13]2[CH2:14][CH2:15][C:16]3([O:17][c:18]4[cH:19][cH:20][cH:21][cH:22][c:23]4[C:24](=[O:26])[C:25]3=[CH:33][OH:34])[CH2:27][CH2:28]2)[cH:29][cH:30]1. The reactants are COC1=C(C(C1=O)=O)NC=1C=C(C=CC1)N(C(C(C)C1=CC=CC=C1)=O)C1=CC=C(C=C1)OC (N-[3-(2-methoxy-3,4-dioxo-1-cyclobutenylamino)phenyl]-N-(4-methoxyphenyl)-2-phenylpropionamide), N (ammonia). The solvent is C(C)O (ethanol), C(C)O (ethanol). The product is NC1=C(C(C1=O)=O)NC=1C=C(C=CC1)N(C(C(C)C1=CC=CC=C1)=O)C1=CC=C(C=C1)OC (N-[3-(2-Amino-3,4-dioxo-1-cyclobutenylamino)phenyl]-N-(4-methoxyphenyl)-2-phenylpropionamide). Reaction SMILES: C[O:2][C:3]1[C:6](=[O:7])[C:5](=O)[C:4]=1[NH:9][C:10]1[CH:11]=[C:12]([N:16]([C:27]2[CH:32]=[CH:31][C:30]([O:33][CH3:34])=[CH:29][CH:28]=2)[C:17](=[O:26])[CH:18]([C:20]2[CH:25]=[CH:24][CH:23]=[CH:22][CH:21]=2)[CH3:19])[CH:13]=[CH:14][CH:15]=1.[NH3:35]>C(O)C>[NH2:35][C:5]1[C:6](=[O:7])[C:3](=[O:2])[C:4]=1[NH:9][C:10]1[CH:11]=[C:12]([N:16]([C:27]2[CH:28]=[CH:29][C:30]([O:33][CH3:34])=[CH:31][CH:32]=2)[C:17](=[O:26])[CH:18]([C:20]2[CH:25]=[CH:24][CH:23]=[CH:22][CH:21]=2)[CH3:19])[CH:13]=[CH:14][CH:15]=1. Procedure: In a similar manner to that described in Example (1d), a solution of N-[3-(2-methoxy-3,4-dioxo-1-cyclobutenylamino)phenyl]-N-(4-methoxyphenyl)-2-phenylpropionamide (600 mg) [prepared as described in step (b) above] in ethanol (4 ml) and a solution of ammonia in ethanol (2N, 6 ml) were reacted, to afford the title compound (521 mg) as a yellow solid. The reactants are OC=1C=C(C=O)C=CC1 (3-hydroxybenzaldehyde), BrC1=CC=C(C=C1)F (4-bromofluorobenzene), C(=O)([O-])[O-].[K+].[K+] (K2CO3). Run in N1=CC=CC=C1 (pyridine). RXN SMILES: [OH:1][C:2]1[CH:3]=[C:4]([CH:7]=[CH:8][CH:9]=1)[CH:5]=[O:6].Br[C:11]1[CH:16]=[CH:15][C:14]([F:17])=[CH:13][CH:12]=1.C([O-])([O-])=O.[K+].[K+]>N1C=CC=CC=1.[Cu]>[F:17][C:14]1[CH:15]=[CH:16][C:11]([O:1][C:2]2[CH:3]=[C:4]([CH:7]=[CH:8][CH:9]=2)[CH:5]=[O:6])=[CH:12][CH:13]=1 |f:2.3.4|. Product: FC1=CC=C(OC=2C=C(C=O)C=CC2)C=C1 (3-(4-fluorophenoxy)benzaldehyde). The reagents and catalysts are [Cu] (copper). The yield is 73.0%. Reported procedure: A heterogeneous mixture of 3-hydroxybenzaldehyde (9.16 g, 75 mmol), 4-bromofluorobenzene (27.30 g, 156 mmol), K2CO3 (16.07 g, 116.3 mmol) and copper powder (2.38 g, 37.5 mmol) in pyridine (75 mL) was refluxed for 40 hrs. It was then cooled to room temperature and filtered through Celite. The filtrate was diluted with ethylacetate (500 mL) and washed with water (3×300 mL). The organic was then dried with MgSO4 and concentrated. The resulting residue was chromatographed (silica gel, hexane:ether, ...